The task is: describe an organic reaction: reactants, conditions, products, and yield. This data is from the Open Reaction Database (ORD), a public repository of structured organic reaction records. Reactants: ClC1=CC=C(C=C1)NC1=C2N=CN(C2=NC(=N1)NN)C ((4-chloro-phenyl)-(2-hydrazino-9-methyl-9H-purin-6-yl)-amine), CCOC(=O)C(=O)CC(=O)C (ethyl acetopyruvate). Product: C(C)OC(=O)C1=NN(C(=C1)C)C1=NC(=C2N=CN(C2=N1)C)NC1=CC=C(C=C1)Cl (1-[6-(4-Chloro-phenylamino)-9-methyl-9H-purin-2-yl]-5-methyl-1H-pyrazole-3-carboxylic acid ethyl ester). As a reaction SMILES: [Cl:1][C:2]1[CH:7]=[CH:6][C:5]([NH:8][C:9]2[N:17]=[C:16]([NH:18][NH2:19])[N:15]=[C:14]3[C:10]=2[N:11]=[CH:12][N:13]3[CH3:20])=[CH:4][CH:3]=1.[CH3:21][CH2:22][O:23][C:24]([C:26]([CH2:28][C:29]([CH3:31])=O)=O)=[O:25]>>[CH2:22]([O:23][C:24]([C:26]1[CH:28]=[C:29]([CH3:31])[N:18]([C:16]2[N:15]=[C:14]3[C:10]([N:11]=[CH:12][N:13]3[CH3:20])=[C:9]([NH:8][C:5]3[CH:6]=[CH:7][C:2]([Cl:1])=[CH:3][CH:4]=3)[N:17]=2)[N:19]=1)=[O:25])[CH3:21]. Procedure: Was prepared according to Example 9 from (4-chloro-phenyl)-(2-hydrazino-9-methyl-9H-purin-6-yl)-amine and ethyl acetopyruvate. Starting materials: CCOC(=O)CBr, Cl, O=C1c2ccc(F)cc2CC1c1ccc(F)cc1, [H-], [Na+], CN(C)C=O. Yields the product CCOC(=O)CC1(c2ccc(F)cc2)Cc2cc(F)ccc2C1=O. RXN SMILES: [Br:21][CH2:22][C:23](=[O:24])[O:25][CH2:26][CH3:27].[ClH:28].[F:3][c:4]1[cH:5][c:6]2[c:10]([cH:11][cH:12]1)[C:9](=[O:13])[CH:8]([c:14]1[cH:15][cH:16][c:17]([F:20])[cH:18][cH:19]1)[CH2:7]2.[H-:1].[Na+:2].[O:29]=[CH:30][N:31]([CH3:32])[CH3:33]>>[F:3][c:4]1[cH:5][c:6]2[c:10]([cH:11][cH:12]1)[C:9](=[O:13])[C:8]([c:14]1[cH:15][cH:16][c:17]([F:20])[cH:18][cH:19]1)([CH2:22][C:23](=[O:24])[O:25][CH2:26][CH3:27])[CH2:7]2. The reactants are CN(CCCC1C2=C(OC13CCCCCC3)C=CC=C2)C (3-(3-dimethylaminopropyl)-spiro[benzofuran-2(3H),1'-cycloheptane]), ClC(=O)OCC (ethyl chloroformate), O (Water), C([O-])(O)=O.[Na+] (sodium bicarbonate), ClC(=O)OCC (ethyl chloroformate). The solvent is C1(=CC=CC=C1)C (toluene). Reaction conditions: time 8 hour. The product is C(C)OC(N(C)CCCC1C2=C(OC13CCCCCC3)C=CC=C2)=O (N-Methyl-3-[spiro[benzofuran-2(3H),1'-cycloheptane]-3-yl]propyl carbamic acid ethyl ester). RXN SMILES: [CH3:1][N:2](C)[CH2:3][CH2:4][CH2:5][CH:6]1[C:10]2([CH2:16][CH2:15][CH2:14][CH2:13][CH2:12][CH2:11]2)[O:9][C:8]2[CH:17]=[CH:18][CH:19]=[CH:20][C:7]1=2.C(=O)(O)[O-].[Na+].Cl[C:28]([O:30][CH2:31][CH3:32])=[O:29].O>C1(C)C=CC=CC=1>[CH2:31]([O:30][C:28](=[O:29])[N:2]([CH2:3][CH2:4][CH2:5][CH:6]1[C:10]2([CH2:16][CH2:15][CH2:14][CH2:13][CH2:12][CH2:11]2)[O:9][C:8]2[CH:17]=[CH:18][CH:19]=[CH:20][C:7]1=2)[CH3:1])[CH3:32] |f:1.2|. Procedure: To a stirred mixture, kept under nitrogen, of 7.85 g of 3-(3-dimethylaminopropyl)-spiro[benzofuran-2(3H),1'-cycloheptane] and 11.7 g of powdered sodium bicarbonate in 250 ml of toluene was added 5.2 ml of ethyl chloroformate. The mixture was refluxed overnight and thereafter an additional 2.6 ml of ethyl chloroformate was added. The mixture was refluxed for another 5 hours and thereafter stirred overnight at room temperature. Water (250 ml) was then added with stirring. The organic phase was sep... The reactants are CC(C)(C)OC(=O)N1CCC(c2ncnc3cc(F)c(F)cc23)CC1, C1CCOC1, CC(C)(C)[O-], CN1CCN(CCCO)CC1, [K+]. The product is CN1CCN(CCCOc2cc3ncnc(C4CCN(C(=O)OC(C)(C)C)CC4)c3cc2F)CC1. Reaction SMILES: [C:7]([CH3:8])([CH3:9])([CH3:10])[O:11][C:12](=[O:13])[N:14]1[CH2:15][CH2:16][CH:17]([c:20]2[n:21][cH:22][n:23][c:24]3[cH:25][c:26]([F:31])[c:27]([F:30])[cH:28][c:29]23)[CH2:18][CH2:19]1.[CH2:43]1[O:44][CH2:45][CH2:46][CH2:47]1.[CH3:1][C:2]([CH3:3])([O-:4])[CH3:5].[CH3:32][N:33]1[CH2:34][CH2:35][N:36]([CH2:39][CH2:40][CH2:41][OH:42])[CH2:37][CH2:38]1.[K+:6]>>[C:7]([CH3:8])([CH3:9])([CH3:10])[O:11][C:12](=[O:13])[N:14]1[CH2:15][CH2:16][CH:17]([c:20]2[n:21][cH:22][n:23][c:24]3[cH:25][c:26]([O:42][CH2:41][CH2:40][CH2:39][N:36]4[CH2:35][CH2:34][N:33]([CH3:32])[CH2:38][CH2:37]4)[c:27]([F:30])[cH:28][c:29]23)[CH2:18][CH2:19]1. Starting materials: C(C)OC1=CC(C(CC1)C)=O (3-ethoxy-6-methyl-2-cyclohexen-1-one), [Mg] (magnesium), C(C1=CC=CC=C1)OC=1C=C(C=CC1Br)C(C)(CCCCCC)C (2-(3-benzyloxy-4-bromophenyl)-2-methyloctane). Product: C(C1=CC=CC=C1)OC1=C(C=CC(=C1)C(CCCCCC)(C)C)C1=CC(CCC1C)=O (3-[2-benzyloxy-4-(1,1-dimethylheptyl)phenyl]-4-methylcyclohex-2-enone). As a reaction SMILES: C([O:3][C:4]1[CH2:9][CH2:8][CH:7]([CH3:10])[C:6](=O)[CH:5]=1)C.[Mg].[CH2:13]([O:20][C:21]1[CH:22]=[C:23]([C:28]([CH3:36])([CH2:30][CH2:31][CH2:32][CH2:33][CH2:34][CH3:35])[CH3:29])[CH:24]=[CH:25][C:26]=1Br)[C:14]1[CH:19]=[CH:18][CH:17]=[CH:16][CH:15]=1>>[CH2:13]([O:20][C:21]1[CH:22]=[C:23]([C:28]([CH3:36])([CH3:29])[CH2:30][CH2:31][CH2:32][CH2:33][CH2:34][CH3:35])[CH:24]=[CH:25][C:26]=1[C:6]1[CH:7]([CH3:10])[CH2:8][CH2:9][C:4](=[O:3])[CH:5]=1)[C:14]1[CH:19]=[CH:18][CH:17]=[CH:16][CH:15]=1. Reported procedure: Similarly, 3-[2-benzyloxy-4-(1,1-dimethylheptyl)phenyl]-4-methylcyclohex-2-enone was prepared as an oil (4.12 g., 77%) using 3-ethoxy-6-methyl-2-cyclohexen-1-one (1.98 g., 12.9 mmoles), magnesium (0.61 g., 25.7 mmoles) and 12.9 mmoles (5.0 g.) of 2-(3-benzyloxy-4-bromophenyl)-2-methyloctane. The reactants are C(C=C)(=O)OCC(COC(C=C)=O)(COCC(COC(C=C)=O)(COC(C=C)=O)COC(C=C)=O)COC(C=C)=O (dipentaerythritol hexaacrylate), C(C)C(=O)C (methyl ethyl ketone), CCC(=O)C (MEK), C(C)C(=O)C (methyl ethyl ketone). Product: C(C=C)(=O)OCC(COC(C=C)=O)(COCC(COC(C=C)=O)(COC(C=C)=O)COC(C=C)=O)CO (dipentaerythritol pentaacrylate), C1(CCCCC1)=O (cyclohexanone), photopolymerization initiator. As a reaction SMILES: [C:1]([O:5][CH2:6][C:7]([CH2:36][O:37][C:38](=[O:41])[CH:39]=[CH2:40])([CH2:14][O:15][CH2:16][C:17]([CH2:30][O:31]C(=O)C=C)([CH2:24][O:25][C:26](=[O:29])[CH:27]=[CH2:28])[CH2:18][O:19][C:20](=[O:23])[CH:21]=[CH2:22])[CH2:8][O:9][C:10](=[O:13])[CH:11]=[CH2:12])(=[O:4])[CH:2]=[CH2:3].[CH2:42]([C:44]([CH3:46])=[O:45])[CH3:43]>>[C:20]([O:19][CH2:18][C:17]([CH2:30][OH:31])([CH2:16][O:15][CH2:14][C:7]([CH2:8][O:9][C:10](=[O:13])[CH:11]=[CH2:12])([CH2:36][O:37][C:38](=[O:41])[CH:39]=[CH2:40])[CH2:6][O:5][C:1](=[O:4])[CH:2]=[CH2:3])[CH2:24][O:25][C:26](=[O:29])[CH:27]=[CH2:28])(=[O:23])[CH:21]=[CH2:22].[C:44]1(=[O:45])[CH2:46][CH2:2][CH2:1][CH2:43][CH2:42]1. Reported procedure: To 315.0 g of a dipentaerythritol pentaacrylate and dipentaerythritol hexaacrylate mixture (DPHA, produced by Nippon Kayaku Co., Ltd.), 450.0 g of a methyl ethyl ketone dispersion solution of silica fine particle (MEK-ST, solid concentration: 30 mass %, produced by Nissan Chemicals Industries, Ltd.), 15.0 g of methyl ethyl ketone, 220.0 g of cyclohexanone and 16.0 g of a photopolymerization initiator (Irgacure 907, produced by Nippon Ciba Geigy) were added and stirred. The resulting solution was... The reactants are N(=[N+]=[N-])CC1=CNC2=NC=CC=C21 (3-(azidomethyl)-1H-pyrrolo[2,3-b]pyridine). The reagents and catalysts are [Pd] (Pd/C). Solvent: CCOC(=O)C (EtOAc). Conditions: time 3 hour. Yields the product N1C=C(C=2C1=NC=CC2)CN ((1H-Pyrrolo[2,3-b]pyridin-3-yl)methanamine). Isolated yield 90.5%. RXN SMILES: [N:1]([CH2:4][C:5]1[C:13]2[C:8](=[N:9][CH:10]=[CH:11][CH:12]=2)[NH:7][CH:6]=1)=[N+]=[N-]>CCOC(C)=O.[Pd]>[NH:7]1[C:8]2=[N:9][CH:10]=[CH:11][CH:12]=[C:13]2[C:5]([CH2:4][NH2:1])=[CH:6]1. Procedure: To a mixture of 3-(azidomethyl)-1H-pyrrolo[2,3-b]pyridine (A-4) (1.50 g, 8.63 mmol) in EtOAc (150 mL) was added 10% Pd/C (1.10 g). The resulting reaction mixture was stirred under one atmosphere of H2 at room temperature for 3 h. The mixture was filtered, and the filtrate was concentrated to afford the title compound (1.15 g). Starting materials: [H-].[Na+] (sodium hydride), C(C)OC(=O)C=1NC2=CC=CC=C2C1 (ethyl-2-indolecarboxylate), CS(=O)(=O)Cl (methanesulfonyl chloride). Solvent: C1CCOC1 (THF). Run at time 5 minute. The product is CS(=O)(=O)N1C(=CC2=CC=CC=C12)C(=O)OCC (Ethyl 1-(methylsulfonyl)-2-indolecarboxylate). The yield is 78.9%. Reaction SMILES: [CH2:1]([O:3][C:4]([C:6]1[NH:7][C:8]2[C:13]([CH:14]=1)=[CH:12][CH:11]=[CH:10][CH:9]=2)=[O:5])[CH3:2].[H-].[Na+].[CH3:17][S:18](Cl)(=[O:20])=[O:19]>C1COCC1>[CH3:17][S:18]([N:7]1[C:8]2[C:13](=[CH:12][CH:11]=[CH:10][CH:9]=2)[CH:14]=[C:6]1[C:4]([O:3][CH2:1][CH3:2])=[O:5])(=[O:20])=[O:19] |f:1.2|. Reported procedure: A solution of ethyl-2-indolecarboxylate (500 mg, 2.64 mmol) in dry THF (5 mL) under an argon atmosphere was cooled to 0° C. and treated with sodium hydride (116 mg, 2.90 mmol). After stirring at room temperature for 5 minutes, the reaction was cooled to 0° C. and treated with methanesulfonyl chloride (0.23 mL, 2.90 mmol). The resulting mixture was gradually warmed to room temperature and stirred for 20 h. The reaction was quenched with saturated NaHCO3 and diluted with ethyl acetate. The organic...